From a dataset of the Open Reaction Database (ORD), a public repository of structured organic reaction records. describe an organic reaction: reactants, conditions, products, and yield Reactants: ClC(C(=O)OCC)CC1=CC=C(C=C1)OCC(C)=O (ethyl 2-chloro-3-[4-(2-oxopropoxy)phenyl]propionate), COC(C)O (methoxyethanol), NC(=S)N (thiourea), S1(=O)(=O)CCCC1 (sulfolane), Cl (hydrochloric acid). Run in C(C)(=O)OCC (ethyl acetate), O (water), O (water). Run at temperature 90 celsius. Yields the product O=C(COC1=CC=C(CC2C(NC(S2)=O)=O)C=C1)C (5-[4-(2-Oxopropoxy)benzyl]thiazolidine-2,4-dione). RXN SMILES: Cl[CH:2]([CH2:8][C:9]1[CH:14]=[CH:13][C:12]([O:15][CH2:16][C:17](=[O:19])[CH3:18])=[CH:11][CH:10]=1)[C:3]([O:5]CC)=O.[NH2:20][C:21](N)=[S:22].S1(CCCC1)(=O)=[O:25].COC(O)C.Cl>C(OCC)(=O)C.O>[O:19]=[C:17]([CH3:18])[CH2:16][O:15][C:12]1[CH:11]=[CH:10][C:9]([CH2:8][CH:2]2[S:22][C:21](=[O:25])[NH:20][C:3]2=[O:5])=[CH:14][CH:13]=1. Procedure details: A mixture comprising 12 g of ethyl 2-chloro-3-[4-(2-oxopropoxy)phenyl]propionate [prepared as described in step (b) above], 5 g of thiourea and 30 ml of sulfolane was heated at 90° C. for 3 hours, and then 100 ml of methoxyethanol were added to the mixture, which was then heated for a further 4 hours. At the end of this time, 40 ml of water and 20 ml of concentrated aqueous hydrochloric acid were added to the reaction mixture, and the resulting mixture was heated for 4.5 hours in an oil bath kep... Starting materials: C1(CCCCC1)C1=CC2=C(N=C(N=C2C#N)C)S1 (6-cyclohexyl-2-methylthieno[2,3-d]pyrimidine-4-carbonitrile), CCO (EtOH), Cl.O1CCOCC1 (HCl dioxane). Conditions: temperature 80 celsius, time 2 day. The product is C1(CCCCC1)C1=CC2=C(N=C(N=C2C(=O)OCC)C)S1 (ethyl 6-cyclohexyl-2-methylthieno[2,3-d]pyrimidine-4-carboxylate). RXN SMILES: [CH:1]1([C:7]2[S:18][C:10]3[N:11]=[C:12]([CH3:17])[N:13]=[C:14]([C:15]#N)[C:9]=3[CH:8]=2)[CH2:6][CH2:5][CH2:4][CH2:3][CH2:2]1.Cl.[O:20]1CCO[CH2:22][CH2:21]1.CC[OH:28]>>[CH:1]1([C:7]2[S:18][C:10]3[N:11]=[C:12]([CH3:17])[N:13]=[C:14]([C:15]([O:20][CH2:21][CH3:22])=[O:28])[C:9]=3[CH:8]=2)[CH2:2][CH2:3][CH2:4][CH2:5][CH2:6]1 |f:1.2|. Procedure: To a mixture of 6-cyclohexyl-2-methylthieno[2,3-d]pyrimidine-4-carbonitrile (23.5 g) and EtOH (100 mL) was added 4 M HCl/dioxane (100 mL), followed by stirring at 80° C. for 2 days. The reaction mixture was left to be cooled to room temperature and concentrated under reduced pressure. To the residue was added chloroform, followed by dissolving therein, and activated carbon (2 g) and basic silica gel (100 mL) were further added thereto, followed by stirring. The mixture was filtered through Celit... The reactants are CCOC(=O)c1ccc(N2CCN(C(=O)N(CC)CC)CC2)cc1, CCO, [Na+], [OH-], O. Product: CCN(CC)C(=O)N1CCN(c2ccc(C(=O)O)cc2)CC1. RXN SMILES: [CH2:1]([CH3:2])[O:3][C:4](=[O:5])[c:6]1[cH:7][cH:8][c:9]([N:12]2[CH2:13][CH2:14][N:15]([C:18]([N:19]([CH2:20][CH3:21])[CH2:22][CH3:23])=[O:24])[CH2:16][CH2:17]2)[cH:10][cH:11]1.[CH3:25][CH2:26][OH:27].[Na+:29].[OH-:28].[OH2:30]>>[O:3]=[C:4]([OH:5])[c:6]1[cH:7][cH:8][c:9]([N:12]2[CH2:13][CH2:14][N:15]([C:18]([N:19]([CH2:20][CH3:21])[CH2:22][CH3:23])=[O:24])[CH2:16][CH2:17]2)[cH:10][cH:11]1. Starting materials: N([C@@H](CC1=CC=CC=C1)C(=O)N[C@@H](CC1=CNC=N1)C(=O)N[C@@H](CC(C)C)C(=O)N[C@@H](C(C)C)C(=O)N[C@@H]([C@@H](C)CC)C(=O)N[C@@H](CC1=CNC=N1)C(=O)N[C@@H](CCCCNC(=O)OC(C)(C)C)C(=O)OC)C(=O)OCC1=CC=CC=C1 (Z-Phe-His-Leu-Val-Ile-His-Lys(BOC)-OMe). The solvent is FC(C(=O)O)(F)F (trifluoroacetic acid). Reaction conditions: time 2 minute. Product: N([C@@H](CC1=CC=CC=C1)C(=O)N[C@@H](CC1=CNC=N1)C(=O)N[C@@H](CC(C)C)C(=O)N[C@@H](C(C)C)C(=O)N[C@@H]([C@@H](C)CC)C(=O)N[C@@H](CC1=CNC=N1)C(=O)N[C@@H](CCCCN)C(=O)OC)C(=O)OCC1=CC=CC=C1 (Z-Phe-His-Leu-Val-Ile-His-Lys-OMe). RXN SMILES: [NH:1]([C:73]([O:75][CH2:76][C:77]1[CH:82]=[CH:81][CH:80]=[CH:79][CH:78]=1)=[O:74])[C@H:2]([C:10]([NH:12][C@H:13]([C:20]([NH:22][C@H:23]([C:28]([NH:30][C@H:31]([C:35]([NH:37][C@H:38]([C:43]([NH:45][C@H:46]([C:53]([NH:55][C@H:56]([C:69]([O:71][CH3:72])=[O:70])[CH2:57][CH2:58][CH2:59][CH2:60][NH:61]C(OC(C)(C)C)=O)=[O:54])[CH2:47][C:48]1[N:52]=[CH:51][NH:50][CH:49]=1)=[O:44])[C@H:39]([CH2:41][CH3:42])[CH3:40])=[O:36])[CH:32]([CH3:34])[CH3:33])=[O:29])[CH2:24][CH:25]([CH3:27])[CH3:26])=[O:21])[CH2:14][C:15]1[N:19]=[CH:18][NH:17][CH:16]=1)=[O:11])[CH2:3][C:4]1[CH:9]=[CH:8][CH:7]=[CH:6][CH:5]=1>FC(F)(F)C(O)=O>[NH:1]([C:73]([O:75][CH2:76][C:77]1[CH:78]=[CH:79][CH:80]=[CH:81][CH:82]=1)=[O:74])[C@H:2]([C:10]([NH:12][C@H:13]([C:20]([NH:22][C@H:23]([C:28]([NH:30][C@H:31]([C:35]([NH:37][C@H:38]([C:43]([NH:45][C@H:46]([C:53]([NH:55][C@H:56]([C:69]([O:71][CH3:72])=[O:70])[CH2:57][CH2:58][CH2:59][CH2:60][NH2:61])=[O:54])[CH2:47][C:48]1[N:52]=[CH:51][NH:50][CH:49]=1)=[O:44])[C@H:39]([CH2:41][CH3:42])[CH3:40])=[O:36])[CH:32]([CH3:33])[CH3:34])=[O:29])[CH2:24][CH:25]([CH3:26])[CH3:27])=[O:21])[CH2:14][C:15]1[N:19]=[CH:18][NH:17][CH:16]=1)=[O:11])[CH2:3][C:4]1[CH:5]=[CH:6][CH:7]=[CH:8][CH:9]=1. Procedure details: 80 mg of Z-Phe-His-Leu-Val-Ile-His-Lys(BOC)-OMe (Example 55) are dissolved in 800 μl of 95% trifluoroacetic acid (duration approximately 1 minute) and left to stand for 2 minutes. The product is then precipitated by the addition of 8 ml of diisopropyl ether, left to stand for 15 minutes at 0°, filtered off, and the precipitate is washed with diisopropyl ether and dried over KOH in a high vacuum. The powder is then dissolved in 1 ml of 90trifluoroethanol, precipitated by the addition of 10 ml of ... Starting materials: C(C1=CC=CC=C1)OC(=O)N[C@H]1[C@H](CN(CC1)CCN1C(C=CC2=C(C=C(C=C12)F)F)=O)C(=O)OC (methyl (3S,4R)-4-{[(benzyloxy)carbonyl]amino}-1-[2-(5,7-difluoro-2-oxoquinolin-1(2H)-yl)ethyl]piperidine-3-carboxylate), C(C1=CC=CC=C1)OC(=O)N[C@H]1[C@H](CN(CC1)CCN1C(C=CC2=C(C=C(C=C12)F)F)=O)C(=O)OC (methyl (3S,4R)-4-{[(benzyloxy)carbonyl]amino}-1-[2-(5,7-difluoro-2-oxoquinolin-1(2H)-yl)ethyl]piperidine-3-carboxylate). The reagents and catalysts are [Pd] (palladium on carbon). Solvent: CO (methanol). Yields the product N[C@H]1[C@H](CN(CC1)CCN1C(C=CC2=C(C=C(C=C12)F)F)=O)C(=O)OC (Methyl (3S,4R)-4-amino-1-[2-(5,7-difluoro-2-oxoquinolin-1(2H)-yl)ethyl]piperidine-3-carboxylate). The yield is 90.8%. Reaction SMILES: C(OC([NH:11][C@@H:12]1[CH2:17][CH2:16][N:15]([CH2:18][CH2:19][N:20]2[C:29]3[C:24](=[C:25]([F:31])[CH:26]=[C:27]([F:30])[CH:28]=3)[CH:23]=[CH:22][C:21]2=[O:32])[CH2:14][C@@H:13]1[C:33]([O:35][CH3:36])=[O:34])=O)C1C=CC=CC=1>CO.[Pd]>[NH2:11][C@@H:12]1[CH2:17][CH2:16][N:15]([CH2:18][CH2:19][N:20]2[C:29]3[C:24](=[C:25]([F:31])[CH:26]=[C:27]([F:30])[CH:28]=3)[CH:23]=[CH:22][C:21]2=[O:32])[CH2:14][C@@H:13]1[C:33]([O:35][CH3:36])=[O:34]. Procedure details: A solution of methyl (3S,4R)-4-{[(benzyloxy)carbonyl]amino}-1-[2-(5,7-difluoro-2-oxoquinolin-1(2H)-yl)ethyl]piperidine-3-carboxylate (Intermediate 35) (595 mg, 1.19 mmol) in methanol (10 mL) was hydrogenated over palladium on carbon (10%, wet) at normal pressure and room temperature for 30 minutes. It was filtered through a 0.45 μm membrane, washed with methanol and the wash and filtrate were concentrated under reduced pressure to give 395 mg (91%) of the product as a colorless hard foam. Starting materials: C(#N)C1CCN(CC1)C(=O)OC(C)(C)C (tert-butyl 4-cyano-1-piperidinecarboxylate), Cl.NO (hydroxylamine hydrochloride), C([O-])([O-])=O.[Na+].[Na+] (sodium carbonate). The solvent is O (water), CO (methanol). The product is NC(C1CCN(CC1)C(=O)OC(C)(C)C)=NO (tert-Butyl 4-[amino(hydroxyimino)methyl]-1-piperidinecarboxylate). Reaction SMILES: [C:1]([CH:3]1[CH2:8][CH2:7][N:6]([C:9]([O:11][C:12]([CH3:15])([CH3:14])[CH3:13])=[O:10])[CH2:5][CH2:4]1)#[N:2].Cl.[NH2:17][OH:18].C(=O)([O-])[O-].[Na+].[Na+]>O.CO>[NH2:2][C:1](=[N:17][OH:18])[CH:3]1[CH2:8][CH2:7][N:6]([C:9]([O:11][C:12]([CH3:15])([CH3:14])[CH3:13])=[O:10])[CH2:5][CH2:4]1 |f:1.2,3.4.5|. Procedure: A mixture of tert-butyl 4-cyano-1-piperidinecarboxylate (2.69 g, 12.8 mmol), hydroxylamine hydrochloride (4.45 g, 64 mmol) and sodium carbonate (6.78 g, 64 mmol) in water (40 ml) and methanol (40 ml) was heated under reflux for 5 hours. The cooled mixture was concentrated under reduced pressure and the remaining aqueous solution extracted with ethyl acetate (3×). The combined organic extracts were washed with water and brine, dried (MgSO4), filtered and evaporated under reduced pressure to affor... Yields the product C1(C=2C(C(N1CCCC=1C=C(OC(C(=O)OC(C)(C)C)(C)C)C=CC1)=O)=CC=CC2)=O (tert-Butyl 2-[3-(3-phthalimidopropyl)phenoxy]-2-methylpropionate). Solvent: CN(C=O)C (dimethylformamide). Reaction conditions: temperature 80 celsius, time 8 hour. Reaction SMILES: CS(O[CH2:6][CH2:7][CH2:8][C:9]1[CH:10]=[C:11]([CH:23]=[CH:24][CH:25]=1)[O:12][C:13]([CH3:22])([CH3:21])[C:14]([O:16][C:17]([CH3:20])([CH3:19])[CH3:18])=[O:15])(=O)=O.[C:26]1(=[O:36])[NH:30][C:29](=[O:31])[C:28]2=[CH:32][CH:33]=[CH:34][CH:35]=[C:27]12.[K].O>CN(C)C=O>[C:26]1(=[O:36])[N:30]([CH2:6][CH2:7][CH2:8][C:9]2[CH:10]=[C:11]([CH:23]=[CH:24][CH:25]=2)[O:12][C:13]([CH3:22])([CH3:21])[C:14]([O:16][C:17]([CH3:20])([CH3:19])[CH3:18])=[O:15])[C:29](=[O:31])[C:28]2=[CH:32][CH:33]=[CH:34][CH:35]=[C:27]12 |f:1.2,^1:36|. Procedure: tert-Butyl 2-[3-(3-methanesulfonyloxypropyl)phenoxy]-2-methylpropionate (1.93 g, 5.18 mmol) was dissolved in dimethylformamide (10.0 mL). Subsequently, potassium phthalimide (1.15 g, 6.22 mmol) was added thereto, and the mixture was stirred overnight at 80° C. Water was added thereto, and the resultant mixture was extracted with diethyl ether. The reaction mixture was subjected to drying over sodium sulfate, concentration under reduced pressure, and purification by silica gel chromatography (n-h... Reactants: C1(C=2C(C(N1)=O)=CC=CC2)=O.[K] (potassium phthalimide), CS(=O)(=O)OCCCC=1C=C(OC(C(=O)OC(C)(C)C)(C)C)C=CC1 (tert-Butyl 2-[3-(3-methanesulfonyloxypropyl)phenoxy]-2-methylpropionate), O (Water). Solvent: C(Cl)(Cl)Cl (chloroform). Reported procedure: To a solution of 3-(methoxymethyl)-1H-pyrazole (compound 281.1, 200 mg, 1.78 mmol) in chloroform (20 mL) was added NCS (237 mg, 1.77 mmol). The reaction mixture was stirred overnight at room temperature, then quenched with 20 mL of H2O. The aqueous phase was extracted with 3×50 mL of ethyl acetate. The combined organic layers were washed with 3×20 mL of brine, dried over anhydrous sodium sulfate and concentrated under reduced pressure. The residue was purified by silica gel chromatography with E... The yield is 19.3%. Run at time 8 hour. Product: ClC=1C(=NNC1)COC (4-Chloro-3-(methoxymethyl)-1H-pyrazole). The reactants are COCC1=NNC=C1 (3-(methoxymethyl)-1H-pyrazole), COCC1=NNC=C1 (3-(methoxymethyl)-1H-pyrazole), C1CC(=O)N(C1=O)Cl (NCS). As a reaction SMILES: [CH3:1][O:2][CH2:3][C:4]1[CH:8]=[CH:7][NH:6][N:5]=1.C1C(=O)N([Cl:16])C(=O)C1>C(Cl)(Cl)Cl>[Cl:16][C:8]1[C:4]([CH2:3][O:2][CH3:1])=[N:5][NH:6][CH:7]=1.